This data is from the Open Reaction Database (ORD), a public repository of structured organic reaction records. The task is: describe an organic reaction: reactants, conditions, products, and yield The reactants are CC(C)(C)OC(=O)CBr, COC(=O)c1sc(Br)c(Br)c1O, [K+], [K+], O=C([O-])[O-]. Yields the product COC(=O)c1sc(Br)c(Br)c1OCC(=O)OC(C)(C)C. As a reaction SMILES: [Br:13][CH2:14][C:15](=[O:16])[O:17][C:18]([CH3:19])([CH3:20])[CH3:21].[CH3:1][O:2][C:3](=[O:4])[c:5]1[s:6][c:7]([Br:12])[c:8]([Br:11])[c:9]1[OH:10].[K+:22].[K+:23].[O-:24][C:25]([O-:26])=[O:27]>>[CH3:1][O:2][C:3](=[O:4])[c:5]1[s:6][c:7]([Br:12])[c:8]([Br:11])[c:9]1[O:10][CH2:14][C:15](=[O:16])[O:17][C:18]([CH3:19])([CH3:20])[CH3:21]. The reactants are FC(C1=NNC=C1)(F)F (3-trifluoromethyl pyrazole), [H-].[Na+] (Sodium hydride), N1=CC=CC2=C1NC1=C(N(C2)C(=O)C2=C(C=C(C=C2)N2N=C(C=C2)C)C(F)(F)F)C=CC=C1 ((5,11-Dihydro-pyrido[2,3-b][1,5]benzodiazepin-6-yl)-[4-(3-methyl-pyrazol-1-yl)-2-trifluoromethyl-phenyl]-methanone). The solvent is CCCCCC (hexane). Product: N1=CC=CC2=C1NC1=C(N(C2)C(=O)C2=C(C=C(C=C2)N2N=C(C=C2)C(F)(F)F)C(F)(F)F)C=CC=C1 ((5,11-Dihydro-pyrido[2,3-b][1,5]benzodiazepin-6-yl)-[2-trifluoromethyl-4-(3-trifluoromethyl-pyrazol-1-yl)-phenyl]-methanone). The yield is 58.4%. RXN SMILES: [H-].[Na+].[F:3][C:4]([F:11])([F:10])[C:5]1[CH:9]=[CH:8][NH:7][N:6]=1.[N:12]1[C:17]2[NH:18][C:19]3[CH:44]=[CH:43][CH:42]=[CH:41][C:20]=3[N:21]([C:23]([C:25]3[CH:30]=[CH:29][C:28](N4C=CC(C)=N4)=[CH:27][C:26]=3[C:37]([F:40])([F:39])[F:38])=[O:24])[CH2:22][C:16]=2[CH:15]=[CH:14][CH:13]=1>CCCCCC>[N:12]1[C:17]2[NH:18][C:19]3[CH:44]=[CH:43][CH:42]=[CH:41][C:20]=3[N:21]([C:23]([C:25]3[CH:30]=[CH:29][C:28]([N:7]4[CH:8]=[CH:9][C:5]([C:4]([F:11])([F:10])[F:3])=[N:6]4)=[CH:27][C:26]=3[C:37]([F:39])([F:40])[F:38])=[O:24])[CH2:22][C:16]=2[CH:15]=[CH:14][CH:13]=1 |f:0.1|. Procedure: Sodium hydride (60% suspension in oil, 0.17 g, 4.25 mmol) was washed with hexane, dried under nitrogen and resuspended in dry dimethylformamide (10 mL). 3-trifluoromethyl pyrazole (0.34 g, 2.5 mmol ) was added in one portion. After the gas evolution subsided stirring was continued at room temperature. The (5,11-dihydro-pyrido [2,3-b][1,5]benzodiazepin-6-yl)- (4-fluoro-2-trifluoromethyl-phenyl)methanone of Example 4, Step B (0.75 g, 1.94 mmol) was added in one portion and the mixture was placed i... Reactants: CC(=O)C1C(=O)CC(C=O)CC1=O, NOS(=O)(=O)O, O. The product is CC(=O)C1C(=O)CC(C#N)CC1=O. As a reaction SMILES: [CH:1](=[O:2])[CH:3]1[CH2:4][C:5](=[O:13])[CH:6]([C:10]([CH3:11])=[O:12])[C:7](=[O:9])[CH2:8]1.[NH2:14][O:15][S:16]([OH:17])(=[O:18])=[O:19].[OH2:20]>>[C:1]([CH:3]1[CH2:4][C:5](=[O:13])[CH:6]([C:10]([CH3:11])=[O:12])[C:7](=[O:9])[CH2:8]1)#[N:14]. Starting materials: O=C([O-])[O-], CCCC[N+](CCCC)(CCCC)CCCC, CN(C)C=O, O=c1c(C2=NS(=O)(=O)c3cc(O)ccc3N2)c(O)c2ccccc2n1NCC1CC1, [Cl-], ClCc1nccn1Cc1ccccc1, [H+], [I-], [K+], [K+]. Product: O=c1c(C2=NS(=O)(=O)c3cc(OCc4nccn4Cc4ccccc4)ccc3N2)c(O)c2ccccc2n1NCC1CC1. As a reaction SMILES: [C:47](=[O:48])([O-:49])[O-:50].[CH2:59]([N+:60]([CH2:61][CH2:62][CH2:63][CH3:64])([CH2:65][CH2:66][CH2:67][CH3:68])[CH2:69][CH2:70][CH2:71][CH3:72])[CH2:73][CH2:74][CH3:75].[CH3:53][N:54]([CH3:55])[CH:56]=[O:57].[CH:1]1([CH2:4][NH:5][n:6]2[c:7](=[O:30])[c:8]([C:17]3=[N:18][S:19](=[O:28])(=[O:29])[c:20]4[c:21]([cH:23][cH:24][c:25]([OH:27])[cH:26]4)[NH:22]3)[c:9]([OH:16])[c:10]3[cH:11][cH:12][cH:13][cH:14][c:15]23)[CH2:2][CH2:3]1.[Cl-:32].[Cl:33][CH2:34][c:35]1[n:36][cH:37][cH:38][n:39]1[CH2:40][c:41]1[cH:42][cH:43][cH:44][cH:45][cH:46]1.[H+:31].[I-:58].[K+:51].[K+:52]>>[CH:1]1([CH2:4][NH:5][n:6]2[c:7](=[O:30])[c:8]([C:17]3=[N:18][S:19](=[O:28])(=[O:29])[c:20]4[c:21]([cH:23][cH:24][c:25]([O:27][CH2:34][c:35]5[n:36][cH:37][cH:38][n:39]5[CH2:40][c:41]5[cH:42][cH:43][cH:44][cH:45][cH:46]5)[cH:26]4)[NH:22]3)[c:9]([OH:16])[c:10]3[cH:11][cH:12][cH:13][cH:14][c:15]23)[CH2:2][CH2:3]1. The reactants are O=C([O-])[O-], CN1CCCC1=O, ClCc1ccccc1, [K+], [K+], O, N#Cc1ccc(O)cc1. The product is N#Cc1ccc(OCc2ccccc2)cc1. As a reaction SMILES: [C:18](=[O:19])([O-:20])[O-:21].[CH3:25][N:26]1[CH2:27][CH2:28][CH2:29][C:30]1=[O:31].[Cl:10][CH2:11][c:12]1[cH:13][cH:14][cH:15][cH:16][cH:17]1.[K+:22].[K+:23].[OH2:24].[OH:1][c:2]1[cH:3][cH:4][c:5]([C:8]#[N:9])[cH:6][cH:7]1>>[O:1]([c:2]1[cH:3][cH:4][c:5]([C:8]#[N:9])[cH:6][cH:7]1)[CH2:11][c:12]1[cH:13][cH:14][cH:15][cH:16][cH:17]1. Starting materials: FC=1C(=C2C(=NC1)N(C(=C2)I)S(=O)(=O)C2=CC=C(C)C=C2)C2=CN=C(S2)C2(CCC2)O (1-(5-(5-fluoro-2-iodo-1-tosyl-1H-pyrrolo[2,3-b]pyridin-4-yl)thiazol-2-yl)cyclobutanol), CS(=O)(=O)C=1C=C(C=CC1)B(O)O (3-(methylsulfonyl)phenyl boronic acid), C([O-])(O)=O (bicarbonate). Reagents/catalysts: Cl[Pd]([P](C1=CC=CC=C1)(C2=CC=CC=C2)C3=CC=CC=C3)([P](C4=CC=CC=C4)(C5=CC=CC=C5)C6=CC=CC=C6)Cl (bis(triphenylphosphine)palladium dichloride). Run in CN(C=O)C (N,N-dimethylformamide). Conditions: temperature 70 celsius. The product is FC=1C(=C2C(=NC1)N(C(=C2)C2=CC(=CC=C2)S(=O)(=O)C)S(=O)(=O)C2=CC=C(C)C=C2)C2=CN=C(S2)C2(CCC2)O (1-(5-(5-fluoro-2-(3-(methylsulfonyl)phenyl)-1-tosyl-1H-pyrrolo[2,3-b]pyridin-4-yl)thiazol-2-yl)cyclobutanol). As a reaction SMILES: [F:1][C:2]1[C:3]([C:22]2[S:26][C:25]([C:27]3([OH:31])[CH2:30][CH2:29][CH2:28]3)=[N:24][CH:23]=2)=[C:4]2[CH:10]=[C:9](I)[N:8]([S:12]([C:15]3[CH:21]=[CH:20][C:18]([CH3:19])=[CH:17][CH:16]=3)(=[O:14])=[O:13])[C:5]2=[N:6][CH:7]=1.[CH3:32][S:33]([C:36]1[CH:37]=[C:38](B(O)O)[CH:39]=[CH:40][CH:41]=1)(=[O:35])=[O:34].C(=O)(O)[O-]>CN(C)C=O.Cl[Pd](Cl)([P](C1C=CC=CC=1)(C1C=CC=CC=1)C1C=CC=CC=1)[P](C1C=CC=CC=1)(C1C=CC=CC=1)C1C=CC=CC=1>[F:1][C:2]1[C:3]([C:22]2[S:26][C:25]([C:27]3([OH:31])[CH2:30][CH2:29][CH2:28]3)=[N:24][CH:23]=2)=[C:4]2[CH:10]=[C:9]([C:40]3[CH:39]=[CH:38][CH:37]=[C:36]([S:33]([CH3:32])(=[O:35])=[O:34])[CH:41]=3)[N:8]([S:12]([C:15]3[CH:21]=[CH:20][C:18]([CH3:19])=[CH:17][CH:16]=3)(=[O:14])=[O:13])[C:5]2=[N:6][CH:7]=1 |^1:56,75|. Reported procedure: To a stirred ambient solution of 1-(5-(5-fluoro-2-iodo-1-tosyl-1H-pyrrolo[2,3-b]pyridin-4-yl)thiazol-2-yl)cyclobutanol (Example 59A) (200 mg, 0.351 mmol) and 3-(methylsulfonyl)phenyl boronic acid (105 mg, 0.527 mmol) in N,N-dimethylformamide (2.63 mL) was added saturated aqueous bicarbonate solution (880 μL) followed by bis(triphenylphosphine)palladium dichloride (17.26 mg, 0.025 mmol). The mixture was heated to 70° C. for 4 hours and was quenched by the addition of water and dichloromethane. Th... Starting materials: O=C1C2=C(NC=C1C#N)C=C(S2)C2=CC=CC=C2 (7-oxo-2-phenyl-4,7-dihydrothieno[3,2-b]pyridine-6-carbonitrile), P(=O)(Cl)(Cl)Cl (phosphorous oxychloride). Run in CCCCCC (hexane). Product: ClC1=C2C(=NC=C1C#N)C=C(S2)C2=CC=CC=C2 (7-chloro-2-phenylthieno[3,2-b]pyridine-6-carbonitrile). Reaction SMILES: O=[C:2]1[C:7]([C:8]#[N:9])=[CH:6][NH:5][C:4]2[CH:10]=[C:11]([C:13]3[CH:18]=[CH:17][CH:16]=[CH:15][CH:14]=3)[S:12][C:3]1=2.P(Cl)(Cl)([Cl:21])=O>CCCCCC>[Cl:21][C:2]1[C:7]([C:8]#[N:9])=[CH:6][N:5]=[C:4]2[CH:10]=[C:11]([C:13]3[CH:18]=[CH:17][CH:16]=[CH:15][CH:14]=3)[S:12][C:3]=12. Reported procedure: A mixture of 7-oxo-2-phenyl-4,7-dihydrothieno[3,2-b]pyridine-6-carbonitrile (878 mg, 3.48 mmol) and 10 mL of phosphorous oxychloride is heated at reflux for 1 hour. The reaction mixture is cooled to room temperature and hexane is added. The solids are collected by filtration and stirred with saturated aqueous sodium bicarbonate. The solids are collected by filtration washing with water, ethyl acetate and methanol to provide 751 mg of 7-chloro-2-phenylthieno[3,2-b]pyridine-6-carbonitrile that is ...